The task is: describe an organic reaction: reactants, conditions, products, and yield. This data is from the Open Reaction Database (ORD), a public repository of structured organic reaction records. The reactants are ClC1=CC=C(C=C1)C1=NN(C(N1\C=C\C(F)(F)F)=O)CC(=O)NC(C(=O)NC(C)(C(=O)N)C)C1=C(C=CC=C1)C(F)(F)F (N2-{[({3-(4-Chlorophenyl)-5-oxo-4-[(1E)-3,3,3-trifluoroprop-1-en-1-yl]-4,5-dihydro-1H-1,2,4-triazol-1-yl}acetyl)amino][2-(trifluoromethyl)phenyl]acetyl}-2-methylalaninamide). The reagents and catalysts are [Pt] (platinum), [Pt] (Pt/C). Run in CO (methanol). Product: ClC1=CC=C(C=C1)C1=NN(C(N1CCC(F)(F)F)=O)CC(=O)NC(C(=O)NC(C)(C(=O)N)C)C1=C(C=CC=C1)C(F)(F)F (N2-{({[3-(4-Chlorophenyl)-5-oxo-4-(3,3,3-trifluoropropyl)-4,5-dihydro-1H-1,2,4-triazol-1-yl]acetyl}amino) [2-(trifluoromethyl)phenyl]acetyl}-2-methylalaninamide). As a reaction SMILES: [Cl:1][C:2]1[CH:7]=[CH:6][C:5]([C:8]2[N:12](/[CH:13]=[CH:14]/[C:15]([F:18])([F:17])[F:16])[C:11](=[O:19])[N:10]([CH2:20][C:21]([NH:23][CH:24]([C:34]3[CH:39]=[CH:38][CH:37]=[CH:36][C:35]=3[C:40]([F:43])([F:42])[F:41])[C:25]([NH:27][C:28]([CH3:33])([C:30]([NH2:32])=[O:31])[CH3:29])=[O:26])=[O:22])[N:9]=2)=[CH:4][CH:3]=1>CO.[Pt]>[Cl:1][C:2]1[CH:7]=[CH:6][C:5]([C:8]2[N:12]([CH2:13][CH2:14][C:15]([F:16])([F:17])[F:18])[C:11](=[O:19])[N:10]([CH2:20][C:21]([NH:23][CH:24]([C:34]3[CH:39]=[CH:38][CH:37]=[CH:36][C:35]=3[C:40]([F:41])([F:42])[F:43])[C:25]([NH:27][C:28]([CH3:29])([C:30]([NH2:32])=[O:31])[CH3:33])=[O:26])=[O:22])[N:9]=2)=[CH:4][CH:3]=1. Procedure: A solution of 25 mg (39 μmol) of the compound of Example 31 in 10 ml of methanol was hydrogenated in an H-Cube fitted with a platinum cartridge (5% Pt/C) (continuous-flow hydrogenation apparatus from Thales Nano, Budapest, Model HC-2-SS) at a flow rate of 1 ml/min, at 60° C. and under hydrogen at standard pressure. The resulting solution was freed from methanol on a rotary evaporator, and the residue was dissolved in 2 ml of acetonitrile and purified by preparative HPLC [Method 7]. This gave 8 m... The reactants are C[O-].[Na+] (sodium methoxide), C(=C)P(C)(C)=O (vinyldimethylphosphine oxide), P(OC)(OC)[O-] (dimethyl phosphite). Run in O1CCOCC1 (dioxane). The product is COP(OC)(=O)CCP(=O)(C)C (2-dimethylphosphinylethanephosphonic acid dimethyl ester). Yield: 53.2%. As a reaction SMILES: [CH:1]([P:3](=[O:6])([CH3:5])[CH3:4])=[CH2:2].C[O-].[Na+].[P:10]([O-:15])([O:13][CH3:14])[O:11][CH3:12]>O1CCOCC1>[CH3:12][O:11][P:10]([CH2:2][CH2:1][P:3]([CH3:5])([CH3:4])=[O:6])(=[O:15])[O:13][CH3:14] |f:1.2|. Reported procedure: 95 g of vinyldimethylphosphine oxide are dissolved in dioxane and rendered alkaline with sodium methoxide solution. 100 g of dimethyl phosphite are added dropwise, in an exothermic reaction. The mixture is then subjected to fractional distillation, which gives 104 g of product, boiling point at 0.4 mm Hg: 182° C. (yield: 53% of theoretical). The first runnings of the distillation contain unreacted dimethyl phosphite and vinyldimethylphosphine oxide, which can be used again in a further batch. Yields the product N1=CN(C2=NC=CC=C21)C2=CC(=C(C=C2)CC(=O)NC2=CC(=C(C=C2)CN2CCCC2)C(F)(F)F)C (2-(4-Imidazo[4,5-b]pyridin-3-yl-2-methyl-phenyl)-N-(4-pyrrolidin-1-ylmethyl-3-trifluoromethyl-phenyl)-acetamide). Run in C(Cl)Cl.CO (CH2Cl2 MeOH). Reaction SMILES: [N:1]1[C:9]2[C:4](=[N:5][CH:6]=[CH:7][CH:8]=2)[N:3]([C:10]2[CH:15]=[CH:14][C:13]([CH2:16][C:17]([OH:19])=O)=[C:12]([CH3:20])[CH:11]=2)[CH:2]=1.[N:21]1([CH2:26][C:27]2[CH:32]=[CH:31][C:30]([NH2:33])=[CH:29][C:28]=2[C:34]([F:37])([F:36])[F:35])[CH2:25][CH2:24][CH2:23][CH2:22]1>C(Cl)Cl.CO>[N:1]1[C:9]2[C:4](=[N:5][CH:6]=[CH:7][CH:8]=2)[N:3]([C:10]2[CH:15]=[CH:14][C:13]([CH2:16][C:17]([NH:33][C:30]3[CH:31]=[CH:32][C:27]([CH2:26][N:21]4[CH2:22][CH2:23][CH2:24][CH2:25]4)=[C:28]([C:34]([F:37])([F:35])[F:36])[CH:29]=3)=[O:19])=[C:12]([CH3:20])[CH:11]=2)[CH:2]=1 |f:2.3|. Procedure details: The title compound is prepared as described in Example 7 but using (4-imidazo[4,5-b]pyridin-3-yl-2-methyl-phenyl)-acetic acid (Step 60.1) and 4-pyrrolidin-1-ylmethyl-3-trifluoromethyl-phenylamine (disclosed in WO2005/051366). Title compound: ES-MS: 494.2 [M+H]+; tR=3.23 min (System 1); Rf=0.15 (CH2Cl2/MeOH, 95:5+0.1% NH3aq). Reactants: N1=CN(C2=NC=CC=C21)C2=CC(=C(C=C2)CC(=O)O)C ((4-imidazo[4,5-b]pyridin-3-yl-2-methyl-phenyl)-acetic acid), N1(CCCC1)CC1=C(C=C(C=C1)N)C(F)(F)F (4-pyrrolidin-1-ylmethyl-3-trifluoromethyl-phenylamine).